Dataset: the Open Reaction Database (ORD), a public repository of structured organic reaction records. Task: describe an organic reaction: reactants, conditions, products, and yield The reactants are S(O)(O)(=O)=O (sulphuric acid), CCOCC (ether), II (iodine), CCOCC (ether), FC(C=1C=C(C=CC1)[Mg]Br)(F)F (3-(trifluoromethyl) phenylmagnesium bromide), BrC=1C=C(C=CC1)C(F)(F)F (3-bromo-1-(trifluoromethyl)benzene), [Mg] (magnesium), CCOCC (ether). The solvent is C1CCOC1 (THF). Reaction conditions: temperature -80 celsius, time 20 minute. Yields the product FC(=CC(=O)O)C1=CC(=CC=C1)C(F)(F)F (3-Fluoro-3-[3-(trifluoromethyl)phenyl]-2-propenoic acid). RXN SMILES: [F:1][C:2]([F:12])([F:11])[C:3]1[CH:4]=[C:5]([Mg]Br)[CH:6]=[CH:7][CH:8]=1.BrC1C=C([C:20]([F:23])(F)F)C=CC=1.[Mg].II.S(=O)(=O)(O)[OH:28].CC[O:34][CH2:35][CH3:36]>C1COCC1>[F:23][C:20]([C:5]1[CH:6]=[CH:7][CH:8]=[C:3]([C:2]([F:12])([F:11])[F:1])[CH:4]=1)=[CH:36][C:35]([OH:34])=[O:28]. Procedure: A mixture of 190 ml of anhydrous THF and 48 ml of anhydrous ether is cooled to -80° C. under a nitrogen atmosphere. Sparging is carried out with 1,1-difluoroethylene until 5.2 g (0.0796 mol) have been absorbed. The mixture is cooled to -115° C. and 54.7 ml (0.0765 mol) of a 1.4M solution of secondary butyllithium in cyclohexane are added dropwise over 15 min. The mixture is allowed to react for 10 min at -100° C. The mixture is cooled to -105° C., sparging is carried out with carbon dioxide gas ... Starting materials: [Li]CCCC (n-BuLi), C1(=CC=CC=C1)SC (thioanisole), Cl[Si](C)(C)C (chlorotrimethylsilane). Run in C1CCOC1 (THF). Conditions: time 3 hour. The product is S1C(=CC=C1)C[Si](C)(C)C (Thiophenyl Trimethylsilyl Methane). Isolated yield 56.4%. As a reaction SMILES: [Li]CCCC.[C:6]1([S:12][CH3:13])[CH:11]=[CH:10]C=C[CH:7]=1.Cl[Si:15]([CH3:18])([CH3:17])[CH3:16]>C1COCC1>[S:12]1[CH:13]=[CH:10][CH:11]=[C:6]1[CH2:7][Si:15]([CH3:18])([CH3:17])[CH3:16]. Procedure: To a stirred solution of 143 mL of 1.4M n-BuLi (0.20 mol) in 55 mL of dry THF, was added dropwise at room temperature under a nitrogen atmosphere 24.8 g (0.20 mol) of thioanisole. Upon completion of the addition, the yellow mixture began to reflux spontaneously The mixture was stirred at room temperature for 3 hours. Upon addition of 21.84 g (0.20 mol) of chlorotrimethylsilane, the mixture again began to reflux spontaneously. After stirring at room temperature overnight, the mixture was quenched...